This data is from the Open Reaction Database (ORD), a public repository of structured organic reaction records. The task is: describe an organic reaction: reactants, conditions, products, and yield Reactants: NC1=C(C(=NN1C(CCC)CCCCCC)CC)C(=O)N (5-amino-3-ethyl-1-(4-decyl)-1H-pyrazole-4-carboxamide), C1OC=2C=C(C=CC2O1)CC(=O)OC (methyl 3,4-methylenedioxyphenylacetate), [O-]CC.[Na+] (sodium ethoxide), C(O)([O-])=O.[Na+] (sodium hydrogen carbonate). Solvent: ClCCl (dichloromethane). The product is C1OC=2C=C(CC=3NC(C4=C(N3)N(N=C4CC)C(CCC)CCCCCC)=O)C=CC2O1 (6-(3,4-Methylenedioxy-benzyl)-1-(4-decyl)-3-ethyl-1,5-dihydro-pyrazolo[3,4-d]pyrimidin-4-one). The yield is 26.8%. Reaction SMILES: [NH2:1][C:2]1[N:6]([CH:7]([CH2:11][CH2:12][CH2:13][CH2:14][CH2:15][CH3:16])[CH2:8][CH2:9][CH3:10])[N:5]=[C:4]([CH2:17][CH3:18])[C:3]=1[C:19]([NH2:21])=[O:20].[CH2:22]1[O:30][C:29]2[CH:28]=[CH:27][C:26]([CH2:31][C:32](OC)=O)=[CH:25][C:24]=2[O:23]1.[O-]CC.[Na+].C(=O)([O-])O.[Na+]>ClCCl>[CH2:22]1[O:30][C:29]2[CH:28]=[CH:27][C:26]([CH2:31][C:32]3[NH:21][C:19](=[O:20])[C:3]4[C:4]([CH2:17][CH3:18])=[N:5][N:6]([CH:7]([CH2:11][CH2:12][CH2:13][CH2:14][CH2:15][CH3:16])[CH2:8][CH2:9][CH3:10])[C:2]=4[N:1]=3)=[CH:25][C:24]=2[O:23]1 |f:2.3,4.5|. Procedure: 10 mg (0.034 mmol) of 5-amino-3-ethyl-1-(4-decyl)-1H-pyrazole-4-carboxamide and 20 mg (0.103 mmol) of methyl 3,4-methylenedioxyphenylacetate are refluxed for 6 hours in 0.3 ml of a 0.5M ethanolic sodium ethoxide solution. After dichloromethane and saturated aqueous sodium hydrogen carbonate solution have been added, the phases are separated. Purification by chromatography gives 4 mg (48%) of a solid, Rf=0.68 (dichloromethane/methanol=15:1). Reactants: CS(=O)(=O)N1CC2C=3C=CC(=CC3C(C1)C2)N (10-methanesulfonyl-10-aza-tricyclo[6.3.1.0*2,7*]dodeca-2(7),3,5-trien-4-ylamine), ClC1=NC=C(C(=N1)NC1=C(C(=O)NC)C=CC=C1)Cl (2-(2,5-dichloro-pyrimidin-4-ylamino)-N-methyl-benzamide), C(C)(C)O (isopropyl alcohol), C([O-])(O)=O.[Na+] (sodium bicarbonate). Reaction conditions: temperature 130 celsius. Yields the product ClC=1C(=NC(=NC1)NC=1C=C2C3CN(CC(C2=CC1)C3)S(=O)(=O)C)NC3=C(C(=O)NC)C=CC=C3 ([5-Chloro-2-(10-methanesulfonyl-10-aza-tricyclo[6.3.1.0*2,7*]dodeca-2,4,6-trien-4-ylamino)-pyrimidin-4-ylamino]-N-methyl-benzamide). Yield: 31.1%. Reaction SMILES: [CH3:1][S:2]([N:5]1[CH2:15][CH:14]2[CH2:16][CH:7]([C:8]3[CH:9]=[CH:10][C:11]([NH2:17])=[CH:12][C:13]=32)[CH2:6]1)(=[O:4])=[O:3].Cl[C:19]1[N:24]=[C:23]([NH:25][C:26]2[CH:35]=[CH:34][CH:33]=[CH:32][C:27]=2[C:28]([NH:30][CH3:31])=[O:29])[C:22]([Cl:36])=[CH:21][N:20]=1.C(O)(C)C.C(=O)(O)[O-].[Na+]>>[Cl:36][C:22]1[C:23]([NH:25][C:26]2[CH:35]=[CH:34][CH:33]=[CH:32][C:27]=2[C:28]([NH:30][CH3:31])=[O:29])=[N:24][C:19]([NH:17][C:11]2[CH:12]=[C:13]3[C:8](=[CH:9][CH:10]=2)[CH:7]2[CH2:16][CH:14]3[CH2:15][N:5]([S:2]([CH3:1])(=[O:4])=[O:3])[CH2:6]2)=[N:20][CH:21]=1 |f:3.4|. Procedure: Into a microwave tube was dissolved 10-methanesulfonyl-10-aza-tricyclo[6.3.1.0*2,7*]dodeca-2(7),3,5-trien-4-ylamine (50 mg, 0.2 mmol) and 2-(2,5-dichloro-pyrimidin-4-ylamino)-N-methyl-benzamide (58.0 mg, 0.194 mmol) in isopropyl alcohol (1 mL, 10 mmol). The tube was heated in the microwave at 130° C. for 20 minutes. The reaction solution was poured into saturated sodium bicarbonate solution and was extracted with methylene chloride (6×20 ml). The reaction was dried over magnesium sulfate filtere... Starting materials: I.CSC(=N)C=1SC=CC1 (thiophene-2-carboximidothioic acid methyl ester hydroiodide), I.CSC(=N)C=1SC=CC1 (thiophene-2-carboximidothioic acid methyl ester hydroiodide), I.CSC(=N)C=1SC=CC1 (thiophene-2-carboximidothioic acid methyl ester hydroiodide), N (NH3), I.CSC(=N)C=1SC=CC1 (Thiophene-2-carboximidothioic acid methyl ester hydroiodide), CN1C(CCC1)CCN1C(=CC2=CC(=CC=C12)N)C1=CC=C(C=C1)[N+](=O)[O-] (1-(2-(1-Methylpyrrolidin-2-yl)ethyl)-2-(4-nitrophenyl)-1H-indol-5-amine), N (NH3). Run in C(C)O (ethanol), C(Cl)Cl (CH2Cl2), C(Cl)Cl (CH2Cl2), CO (methanol), CO (methanol), C(C)O (ethanol). Run at time 24 hour. Yields the product CN1C(CCC1)CCN1C(=CC2=CC(=CC=C12)NC(=N)C=1SC=CC1)C1=CC=C(C=C1)[N+](=O)[O-] (N-(1-(2-(1-Methylpyrrolidin-2-y)ethyl)-2-(4-nitrophenyl)-1H-indol-5-yl)thiophene-2-carboximidamide). The yield is 27.8%. As a reaction SMILES: [CH3:1][N:2]1[CH2:6][CH2:5][CH2:4][CH:3]1[CH2:7][CH2:8][N:9]1[C:17]2[C:12](=[CH:13][C:14]([NH2:18])=[CH:15][CH:16]=2)[CH:11]=[C:10]1[C:19]1[CH:24]=[CH:23][C:22]([N+:25]([O-:27])=[O:26])=[CH:21][CH:20]=1.I.CS[C:31]([C:33]1[S:34][CH:35]=[CH:36][CH:37]=1)=[NH:32].N>CO.C(Cl)Cl.C(O)C>[CH3:1][N:2]1[CH2:6][CH2:5][CH2:4][CH:3]1[CH2:7][CH2:8][N:9]1[C:17]2[C:12](=[CH:13][C:14]([NH:18][C:31]([C:33]3[S:34][CH:35]=[CH:36][CH:37]=3)=[NH:32])=[CH:15][CH:16]=2)[CH:11]=[C:10]1[C:19]1[CH:20]=[CH:21][C:22]([N+:25]([O-:27])=[O:26])=[CH:23][CH:24]=1 |f:1.2|. Procedure: Compound 20 (97 mg, 0.266 mmol) and anhydrous ethanol (10 mL) were charged to a dry argon purged flask fitted with magnetic stirbar. Thiophene-2-carboximidothioic acid methyl ester hydroiodide (98.7 mg, 0.346 mmol) is added to the flask and the reaction was stirred under argon at ambient temperature for 46 hours at which time, thin layer chromatography in a solvent system of 2M NH3 in methanol:CH2Cl2, 5:95 (developed twice) shows incomplete consumption of 20. A condenser was added and the mixtur... Reactants: IC1=CC=C(N)C=C1 (4-iodoaniline), [N+](=O)([O-])[O-].[Na+] (Sodium nitrate), compound ( 13 ), Cl, [Sn](Cl)Cl (tin(II) chloride). The solvent is ice water, Cl (hydrochloric acid), Cl (HCl), O (water). Yields the product title compound, IC1=CC=C(C=C1)NN (4-Iodophenylhydrazine). Isolated yield 49.9%. Reaction SMILES: [N+:1]([O-])([O-])=O.[Na+].[I:6][C:7]1[CH:13]=[CH:12][C:10]([NH2:11])=[CH:9][CH:8]=1.[Sn](Cl)Cl>O.Cl>[I:6][C:7]1[CH:13]=[CH:12][C:10]([NH:11][NH2:1])=[CH:9][CH:8]=1 |f:0.1|. Procedure: The title compound was synthesized in accordance with Reaction Scheme 2. The product obtained had the formula of compound (13), in which X and X1 represent C(CH3)2, R/R1 represent C22H14 /C45H29 and A represents Cl. 4-iodophenylhydrazine was prepared by the procedure of Blaikie et al., J. Chem. Soc., 313:296 (1924). Sodium nitrate (16.56 g, 0.24 mol, Aldrich) dissolved in water (100 ml) was added dropwise within 45 mins. to a solution of 4-iodoaniline (43.9 g, 0.20 mol, Aldrich) in ice-water (60... The reactants are CC(C)(C)OC(=O)N(C(=O)OC(C)(C)C)C1C=CC(n2cnc3c(Cl)nc(Cl)nc32)C1, CCC(=O)NC(=O)OC(C)(C)C. Product: CCC(=O)N(C(=O)OC(C)(C)C)C1C=CC(n2cnc3c(Cl)nc(Cl)nc32)C1. As a reaction SMILES: [C:13]([N:14]([C:15]([O:16][C:17]([CH3:18])([CH3:19])[CH3:20])=[O:37])[CH:21]1[CH:22]=[CH:23][CH:24]([n:26]2[c:27]3[n:28][c:29]([Cl:36])[n:30][c:31]([Cl:35])[c:32]3[n:33][cH:34]2)[CH2:25]1)([O:38][C:39]([CH3:40])([CH3:41])[CH3:42])=[O:43].[C:1]([CH3:2])([CH3:3])([CH3:4])[O:5][C:6]([NH:7][C:8]([CH2:9][CH3:10])=[O:11])=[O:12]>>[C:1]([CH3:2])([CH3:3])([CH3:4])[O:5][C:6]([N:7]([C:8]([CH2:9][CH3:10])=[O:11])[CH:21]1[CH:22]=[CH:23][CH:24]([n:26]2[c:27]3[n:28][c:29]([Cl:36])[n:30][c:31]([Cl:35])[c:32]3[n:33][cH:34]2)[CH2:25]1)=[O:12]. The reactants are Nc1ccc(Br)cc1, CCOC=CC(=O)O, [Cl-], O, c1ccncc1. Yields the product CCOC=CC(=O)Nc1ccc(Br)cc1. RXN SMILES: [Br:1][c:2]1[cH:3][cH:4][c:5]([NH2:6])[cH:7][cH:8]1.[CH2:10]([CH3:11])[O:12][CH:13]=[CH:14][C:15](=[O:16])[OH:17].[Cl-:9].[OH2:18].[cH:19]1[cH:20][cH:21][n:22][cH:23][cH:24]1>>[Br:1][c:2]1[cH:3][cH:4][c:5]([NH:6][C:15]([CH:14]=[CH:13][O:12][CH2:10][CH3:11])=[O:16])[cH:7][cH:8]1. Reactants: [OH-].[K+] (potassium hydroxide), C(C)(C)(C)NC(=O)C1=C(N=C(S1)SC)C(=O)OCC (4-ethoxycarbonyl-2-methylthiothiazole-5-carboxylic acid-tert-butylamide). The solvent is O (water), O.C(C)O (water ethanol). Yields the product C(C)(C)(C)NC(=O)C1=C(N=C(S1)SC)C(=O)O (5-tert-Butylaminocarbonyl-2-methylthiothiazole-4-carboxylic acid). Reaction SMILES: [OH-].[K+].[C:3]([NH:7][C:8]([C:10]1[S:14][C:13]([S:15][CH3:16])=[N:12][C:11]=1[C:17]([O:19]CC)=[O:18])=[O:9])([CH3:6])([CH3:5])[CH3:4]>O.O.C(O)C>[C:3]([NH:7][C:8]([C:10]1[S:14][C:13]([S:15][CH3:16])=[N:12][C:11]=1[C:17]([OH:19])=[O:18])=[O:9])([CH3:6])([CH3:4])[CH3:5] |f:0.1,4.5|. Procedure: 0.82 g (14.6 mmol) of potassium hydroxide in 10 ml of water was added to a solution of 4.00 g (13.2 mmol) of 4-ethoxycarbonyl-2-methylthiothiazole-5-carboxylic acid-tert-butylamide in 50 ml of water/ethanol (2:1), and the mixture was refluxed for 2 hours. The solvent mixture was then removed under reduced pressure and the residue was taken up in 50 ml of water and acidified with concentrated hydrochloric acid. The precipitated product was filtered off and dried.